From a dataset of the Open Reaction Database (ORD), a public repository of structured organic reaction records. describe an organic reaction: reactants, conditions, products, and yield Starting materials: CC1=CC[C@H]2C[C@@H]1C2(C)C ((1S,5S)-α-pinene), RuCl2 (PPh3)3, NCCCN (1,3-diaminopropane), [OH-].[K+] (potassium hydroxide), stainless steel, C/C(/C=O)=C\C[C@@H]1C(C(=CC1)C)(C)C ((E)-(R)-2-methyl-4-(2,2,3-trimethylcyclopent-3-en-1-yl)-2-buten-1-al). Run in C(C)(C)O (isopropyl alcohol), C(C)(C)O (isopropyl alcohol). Yields the product C/C(/CO)=C\C[C@@H]1C(C(=CC1)C)(C)C ((E)-(R)-2-Methyl-4-(2,2,3-trimethylcyclopent-3-en-1-yl)-2-butene-1-ol). As a reaction SMILES: [CH3:1]/[C:2](=[CH:5]\[CH2:6][C@H:7]1[CH2:11][CH:10]=[C:9]([CH3:12])[C:8]1([CH3:14])[CH3:13])/[CH:3]=[O:4].CC1[C@H]2C(C)(C)[C@H](C2)CC=1.NCCCN.[OH-].[K+]>C(O)(C)C>[CH3:1]/[C:2](=[CH:5]\[CH2:6][C@H:7]1[CH2:11][CH:10]=[C:9]([CH3:12])[C:8]1([CH3:14])[CH3:13])/[CH2:3][OH:4] |f:3.4|. Reported procedure: In a 100 ml stainless steel autoclave were charged 3.84 g (0.02 mol) of (E)-(R)-2-methyl-4-(2,2,3-trimethylcyclopent-3-en-1-yl)-2-buten-1-al synthesized from (1S,5S)-α-pinene having an optical purity of 97% e.e. (available from Aldrich) in a conventional manner, 38.4 mg (0.04 mmol) of RuCl2 (PPh3)3, 4 ml of a 0.02M 1,3-diaminopropane (0.08 mmol) solution in isopropyl alcohol, and 12 ml of a 0.1M potassium hydroxide (1.2 mmol) solution in isopropyl alcohol in a nitrogen atmosphere, and the mixtur... Reactants: NC1=CC=CC=C1 (aniline), CN(C(=O)Cl)C(=O)N(C)C (2,4,4-trimethylallophanoyl chloride), O (water). Solvent: O1CCCC1 (tetrahydrofuran), O1CCCC1 (tetrahydrofuran). Conditions: time 1 hour. Product: CN(C(=O)N(C(=O)NC1=CC=CC=C1)C)C (1,1,3-trimethyl-5-phenylbiuret). Yield: 146.9%. RXN SMILES: [NH2:1][C:2]1[CH:7]=[CH:6][CH:5]=[CH:4][CH:3]=1.[CH3:8][N:9]([C:13]([N:15]([CH3:17])[CH3:16])=[O:14])[C:10](Cl)=[O:11].O>O1CCCC1>[CH3:16][N:15]([CH3:17])[C:13]([N:9]([CH3:8])[C:10]([NH:1][C:2]1[CH:7]=[CH:6][CH:5]=[CH:4][CH:3]=1)=[O:11])=[O:14]. Procedure details: Into 50 ml of anhydrous tetrahydrofuran, 7.4 g (0.08 mol) of aniline was added thereinto and dissolved and the mixture was cooled below 0° C. under stirring. Into this cooled mixture, a solution obtained by dissolving 6.4 g (0.04 mol) of 2,4,4-trimethylallophanoyl chloride in 10 ml of anhydrous tetrahydrofuran was added drop-wise under stirring. After the reaction was continued for 1 hour at room temperature, the solvent was remvoed by distillation under reduced pressure. To the residue thus obt... Reactants: N#Cc1ccc(Br)cc1, OB(O)Oc1ccc(Br)cc1, CCO, c1ccc(-c2ccc(-c3ccoc3)cc2)cc1. Product: N#Cc1ccc(-c2ccc(Br)cc2)cc1. Reaction SMILES: [Br:18][c:19]1[cH:20][cH:21][c:22]([C:23]#[N:24])[cH:25][cH:26]1.[Br:27][c:28]1[cH:29][cH:30][c:31]([O:34][B:35]([OH:36])[OH:37])[cH:32][cH:33]1.[CH3:38][CH2:39][OH:40].[c:1]1(-[c:2]2[cH:3][cH:4][cH:5][cH:6][cH:7]2)[cH:8][cH:9][c:10](-[c:11]2[cH:12][cH:13][o:14][cH:15]2)[cH:16][cH:17]1>>[c:19]1(-[c:31]2[cH:30][cH:29][c:28]([Br:27])[cH:33][cH:32]2)[cH:20][cH:21][c:22]([C:23]#[N:24])[cH:25][cH:26]1. Reactants: C(C1=CC=CC=C1)ONC(C[C@@H](CCCC1CCCCC1)C=1OC=C(N1)C=O)=O ((3R)-N-(benzyloxy)-6-cyclohexyl-3-(4-formyl-1,3-oxazol-2-yl)hexanamide), N1CCOCC1 (morpholine). The product is C(C1=CC=CC=C1)ONC(C[C@@H](CCCC1CCCCC1)C=1OC=C(N1)CN1CCOCC1)=O ((3R)-N-(benzyloxy)-6-cyclohexyl-3-[4-(4-morpholinylmethyl)-1,3-oxazol-2-yl]hexanamide). Yield: 61.5%. RXN SMILES: [CH2:1]([O:8][NH:9][C:10](=[O:29])[CH2:11][C@H:12]([C:22]1[O:23][CH:24]=[C:25]([CH:27]=O)[N:26]=1)[CH2:13][CH2:14][CH2:15][CH:16]1[CH2:21][CH2:20][CH2:19][CH2:18][CH2:17]1)[C:2]1[CH:7]=[CH:6][CH:5]=[CH:4][CH:3]=1.[NH:30]1[CH2:35][CH2:34][O:33][CH2:32][CH2:31]1>>[CH2:1]([O:8][NH:9][C:10](=[O:29])[CH2:11][C@H:12]([C:22]1[O:23][CH:24]=[C:25]([CH2:27][N:30]2[CH2:35][CH2:34][O:33][CH2:32][CH2:31]2)[N:26]=1)[CH2:13][CH2:14][CH2:15][CH:16]1[CH2:17][CH2:18][CH2:19][CH2:20][CH2:21]1)[C:2]1[CH:7]=[CH:6][CH:5]=[CH:4][CH:3]=1. Procedure details: Method and purification as for preparation 157 using (3R)-N-(benzyloxy)-6-cyclohexyl-3-(4-formyl-1,3-oxazol-2-yl)hexanamide (preparation 156) (180 mg, 0.45 mmol) and morpholine (40 μl, 0.45 mmol) as starting materials to afford the title compound as a colourless oil (130 mg, 62%). Starting materials: CCCCOP(=O)(Cc1ccc(OCc2ccccc2)cc1)OCCCC, CCOC(C)=O, [H][H]. The product is CCCCOP(=O)(Cc1ccc(O)cc1)OCCCC. Reaction SMILES: [CH2:1]([c:2]1[cH:3][cH:4][cH:5][cH:6][cH:7]1)[O:8][c:9]1[cH:10][cH:11][c:12]([CH2:13][P:14]([O:15][CH2:16][CH2:17][CH2:18][CH3:19])([O:20][CH2:21][CH2:22][CH2:23][CH3:24])=[O:25])[cH:26][cH:27]1.[CH3:30][CH2:31][O:32][C:33](=[O:34])[CH3:35].[H:28][H:29]>>[OH:8][c:9]1[cH:10][cH:11][c:12]([CH2:13][P:14]([O:15][CH2:16][CH2:17][CH2:18][CH3:19])([O:20][CH2:21][CH2:22][CH2:23][CH3:24])=[O:25])[cH:26][cH:27]1.